This data is from the Open Reaction Database (ORD), a public repository of structured organic reaction records. The task is: describe an organic reaction: reactants, conditions, products, and yield The reactants are Cl (hydrochloric acid), ice, [Al+3].[Cl-].[Cl-].[Cl-] (AlCl3), ClCCCC(=O)Cl (4-chloro-butyryl chloride), FC=1C=C2C=CNC2=CC1 (5-fluoro-1H-indole). Solvent: ClCCl (dichloromethane). Reaction conditions: time 30 minute. Product: ClCCCC(=O)C1=CNC2=CC=C(C=C12)F (4-chloro-1-(5-fluoro-1H-indol-3-yl)-butan-1-one). Isolated yield 63.7%. RXN SMILES: [Al+3].[Cl-].[Cl-].[Cl-].[Cl:5][CH2:6][CH2:7][CH2:8][C:9](Cl)=[O:10].[F:12][C:13]1[CH:14]=[C:15]2[C:19](=[CH:20][CH:21]=1)[NH:18][CH:17]=[CH:16]2.Cl>ClCCl>[Cl:5][CH2:6][CH2:7][CH2:8][C:9]([C:16]1[C:15]2[C:19](=[CH:20][CH:21]=[C:13]([F:12])[CH:14]=2)[NH:18][CH:17]=1)=[O:10] |f:0.1.2.3|. Reported procedure: To a magnetically stirred mixture of AlCl3 (25 g, 0.19 mol) in dichloromethane, 4-chloro-butyryl chloride (21 ml, 0.19 mol) was slowly added at 0° C. The resulting mixture was stirred for 30 minutes and 5-fluoro-1H-indole (25 g, 0.19 mol) was slowly added. After stirring for another 30 minutes the formed orange mixture was poured onto concentrated hydrochloric acid (140 ml) and ice (200 ml) to give a pink precipitate. The precipitate was collected by filtration to give pink 4-chloro-1-(5-fluoro-... Starting materials: CC1c2ccccc2CNc2ccc(Br)cc21, ClCCl, O=[Mn]=O. Product: CC1c2ccccc2C=Nc2ccc(Br)cc21. As a reaction SMILES: [Br:1][c:2]1[cH:3][c:4]2[c:5]([cH:16][cH:17]1)[NH:6][CH2:7][c:8]1[c:9]([cH:12][cH:13][cH:14][cH:15]1)[CH:10]2[CH3:11].[Cl:18][CH2:19][Cl:20].[O:21]=[Mn:22]=[O:23]>>[Br:1][c:2]1[cH:3][c:4]2[c:5]([cH:16][cH:17]1)[N:6]=[CH:7][c:8]1[c:9]([cH:12][cH:13][cH:14][cH:15]1)[CH:10]2[CH3:11]. The reactants are CC1CN(c2ncc(Cl)cc2Cl)CCN1c1nc2c(Br)cc(C(F)(F)F)cc2[nH]1, O=C([O-])[O-], CC#N, OB(O)c1ccc(C(F)(F)F)cc1, [Na+], [Na+], O, c1ccc(P(c2ccccc2)(c2ccccc2)[Pd](P(c2ccccc2)(c2ccccc2)c2ccccc2)(P(c2ccccc2)(c2ccccc2)c2ccccc2)P(c2ccccc2)(c2ccccc2)c2ccccc2)cc1. The product is CC1CN(c2ncc(Cl)cc2Cl)CCN1c1nc2cc(C(F)(F)F)cc(-c3ccc(C(F)(F)F)cc3)c2[nH]1. RXN SMILES: [Br:1][c:2]1[cH:3][c:4]([C:26]([F:27])([F:28])[F:29])[cH:5][c:6]2[nH:7][c:8]([N:11]3[CH:12]([CH3:25])[CH2:13][N:14]([c:17]4[n:18][cH:19][c:20]([Cl:24])[cH:21][c:22]4[Cl:23])[CH2:15][CH2:16]3)[n:9][c:10]12.[C:43](=[O:44])([O-:45])[O-:46].[CH3:50][C:51]#[N:52].[F:30][C:31]([c:32]1[cH:33][cH:34][c:35]([B:38]([OH:39])[OH:40])[cH:36][cH:37]1)([F:41])[F:42].[Na+:47].[Na+:48].[OH2:49].[cH:53]1[cH:54][cH:55][c:56]([P:57]([Pd:58]([P:59]([c:60]2[cH:61][cH:62][cH:63][cH:64][cH:65]2)([c:66]2[cH:67][cH:68][cH:69][cH:70][cH:71]2)[c:72]2[cH:73][cH:74][cH:75][cH:76][cH:77]2)([P:78]([c:79]2[cH:80][cH:81][cH:82][cH:83][cH:84]2)([c:85]2[cH:86][cH:87][cH:88][cH:89][cH:90]2)[c:91]2[cH:92][cH:93][cH:94][cH:95][cH:96]2)[P:97]([c:98]2[cH:99][cH:100][cH:101][cH:102][cH:103]2)([c:104]2[cH:105][cH:106][cH:107][cH:108][cH:109]2)[c:110]2[cH:111][cH:112][cH:113][cH:114][cH:115]2)([c:116]2[cH:117][cH:118][cH:119][cH:120][cH:121]2)[c:122]2[cH:123][cH:124][cH:125][cH:126][cH:127]2)[cH:128][cH:129]1>>[c:2]1(-[c:35]2[cH:34][cH:33][c:32]([C:31]([F:30])([F:41])[F:42])[cH:37][cH:36]2)[cH:3][c:4]([C:26]([F:27])([F:28])[F:29])[cH:5][c:6]2[n:7][c:8]([N:11]3[CH:12]([CH3:25])[CH2:13][N:14]([c:17]4[n:18][cH:19][c:20]([Cl:24])[cH:21][c:22]4[Cl:23])[CH2:15][CH2:16]3)[nH:9][c:10]12. The reactants are N1(C=NC=C1)C1=CC=C(C=O)C=C1 (4-(imidazole-1-yl)benzaldehyde), C(C)OP(OCC)(=O)CC1=CC=CC=C1 (diethylbenzylphosphonate), [H-].[Na+] (NaH), resultant solution, O (water). The solvent is C1CCOC1 (THF). Run at time 48 hour. Yields the product N1(C=NC=C1)C1=CC=C(C=C1)C=CC1=CC=CC=C1 (4-(imidazole-1-yl)stilbene). The yield is 46.6%. As a reaction SMILES: C(OP([CH2:9][C:10]1[CH:15]=[CH:14][CH:13]=[CH:12][CH:11]=1)(=O)OCC)C.[H-].[Na+].[N:18]1([C:23]2[CH:30]=[CH:29][C:26]([CH:27]=O)=[CH:25][CH:24]=2)[CH:22]=[CH:21][N:20]=[CH:19]1.O>C1COCC1>[N:18]1([C:23]2[CH:30]=[CH:29][C:26]([CH:27]=[CH:9][C:10]3[CH:11]=[CH:12][CH:13]=[CH:14][CH:15]=3)=[CH:25][CH:24]=2)[CH:22]=[CH:21][N:20]=[CH:19]1 |f:1.2|. Procedure details: 1.0 g of diethylbenzylphosphonate were dissolved in 50 ml of dry THF under nitrogen gas flow. To this solution, were added 0.21 g of 60% NaH while cooling the solution with ice, and the resultant solution was then stirred for 2 hours at room temperature. After cooling the whole solution with ice, 0.75 g of 4-(imidazole-1-yl)benzaldehyde were added thereto and stirred for 48 hours at room temperature. The solution reacted was condensed under reduced pressure, added with water, and extracted with ...